Dataset: the Open Reaction Database (ORD), a public repository of structured organic reaction records. Task: describe an organic reaction: reactants, conditions, products, and yield Reactants: C1CCOC1, CO, Cl, COC(=O)CCCc1ccc(NC(=O)c2nnc(Nc3ccccc3F)o2)cc1, [Na+], [OH-]. Product: O=C(O)CCCc1ccc(NC(=O)c2nnc(Nc3ccccc3F)o2)cc1. As a reaction SMILES: [CH2:35]1[O:36][CH2:37][CH2:38][CH2:39]1.[CH3:30][OH:31].[ClH:34].[F:1][c:2]1[c:3]([NH:8][c:9]2[n:10][n:11][c:12]([C:14](=[O:15])[NH:16][c:17]3[cH:18][cH:19][c:20]([CH2:23][CH2:24][CH2:25][C:26](=[O:27])[O:28][CH3:29])[cH:21][cH:22]3)[o:13]2)[cH:4][cH:5][cH:6][cH:7]1.[Na+:33].[OH-:32]>>[F:1][c:2]1[c:3]([NH:8][c:9]2[n:10][n:11][c:12]([C:14](=[O:15])[NH:16][c:17]3[cH:18][cH:19][c:20]([CH2:23][CH2:24][CH2:25][C:26](=[O:27])[OH:28])[cH:21][cH:22]3)[o:13]2)[cH:4][cH:5][cH:6][cH:7]1.